Dataset: the Open Reaction Database (ORD), a public repository of structured organic reaction records. Task: describe an organic reaction: reactants, conditions, products, and yield Run in CO (methanol), CO (methanol). Run at time 8 hour. RXN SMILES: [Cl:1][C:2]1[CH:3]=[C:4]2[C:12](=[C:13]([N+:17]([O-])=O)[C:14]=1[O:15][CH3:16])[NH:11][C:10]1[CH:9]=[N:8][CH:7]=[CH:6][C:5]2=1.[H][H].C([O-])(O)=O.[Na+]>CO.[Pd]>[Cl:1][C:2]1[CH:3]=[C:4]2[C:12](=[C:13]([NH2:17])[C:14]=1[O:15][CH3:16])[NH:11][C:10]1[CH:9]=[N:8][CH:7]=[CH:6][C:5]2=1 |f:2.3|. Reported procedure: 6-chloro-7-methoxy-8-nitro-9H-β-carboline (510 mg, 1.84 mmol) was suspended in 50 ml of methanol and 100 mg of Pd/C (10%) was added. The flask was fitted with a balloon of hydrogen and the reaction mixture was stirred overnight at RT. Upon filtration through a pad of celite and evaporation of the methanol, a dark brown solid was obtained. This residue was suspended in methanol (15 ml) and added, with vigorous stirring, to a solution of saturated NaHCO3 (100 ml). The light brown solid that precip... The product is ClC=1C=C2C=3C=CN=CC3NC2=C(C1OC)N (6-chloro-7-methoxy-9H-β-carboline-8-ylamine). Reagents/catalysts: [Pd] (Pd/C). Starting materials: ClC=1C=C2C=3C=CN=CC3NC2=C(C1OC)[N+](=O)[O-] (6-chloro-7-methoxy-8-nitro-9H-β-carboline), [H][H] (hydrogen), C(=O)(O)[O-].[Na+] (NaHCO3). Yield: 112.3%. As a reaction SMILES: [Br:1][C:2]1[CH:11]=[CH:10][C:5]2[NH:6][C:7](=[O:9])[S:8][C:4]=2[CH:3]=1.[F:12][C:13]([F:24])([F:23])[C:14]1[CH:15]=[C:16](B(O)O)[CH:17]=[CH:18][CH:19]=1.O1CCOCC1.CCN(C(C)C)C(C)C>CO.C([O-])(=O)C.C([O-])(=O)C.[Cu+2]>[Br:1][C:2]1[CH:11]=[CH:10][C:5]2[N:6]([C:18]3[CH:17]=[CH:16][CH:15]=[C:14]([C:13]([F:24])([F:23])[F:12])[CH:19]=3)[C:7](=[O:9])[S:8][C:4]=2[CH:3]=1 |f:5.6.7|. Procedure: To a round bottom flask was added 6-bromo-1,3-benzothiazol-2(3H)-one (0.050 g, 0.217 mmol), copper(2+) diacetate (0.079 g, 0.435 mmol), [3-(trifluoromethyl)phenyl]boronic acid (0.124 g, 0.652 mmol), Dioxane (1 mL), and DIPEA (0.114 mL, 0.652 mmol). The reaction mixture was then permitted to stir open to the atmosphere for ˜17 hours (overnight). The crude reaction mixture was then diluted with methanol, filtered and concentrated. Purification of crude reaction mixture by reverse phase chromatogra... The solvent is CO (methanol). Starting materials: BrC1=CC2=C(NC(S2)=O)C=C1 (6-bromo-1,3-benzothiazol-2(3H)-one), FC(C=1C=C(C=CC1)B(O)O)(F)F ([3-(trifluoromethyl)phenyl]boronic acid), O1CCOCC1 (Dioxane), CCN(C(C)C)C(C)C (DIPEA). Reagents/catalysts: C(C)(=O)[O-].C(C)(=O)[O-].[Cu+2] (copper(2+) diacetate). Yields the product BrC1=CC2=C(N(C(S2)=O)C2=CC(=CC=C2)C(F)(F)F)C=C1 (6-bromo-3-[3-(trifluoromethyl)phenyl]-1,3-benzothiazol-2(3H)-one). Conditions: time 8 hour. Starting materials: BrC=1C=C(C=C(C1)Cl)N1CCOCC1 (4-(3-bromo-5-chlorophenyl)-morpholine), FC1=CC=C2C(=C(C(=NC2=C1)C1=NC=CC=C1)C)C=O (7-fluoro-3-methyl-2-(pyridin-2-yl)quinoline-4-carbaldehyde), butyllithium hexanes. Solvent: C1CCOC1 (THF), C1CCOC1 (THF). Run at temperature -78 celsius, time 45 minute. Yields the product ClC=1C=C(C=C(C1)N1CCOCC1)C(O)C1=C(C(=NC2=CC(=CC=C12)F)C1=NC=CC=C1)C ((3-chloro-5-(4-morpholinyl)phenyl)(7-fluoro-3-methyl-2-(2-pyridinyl)-4-quinolinyl)methanol). Reaction SMILES: Br[C:2]1[CH:3]=[C:4]([N:9]2[CH2:14][CH2:13][O:12][CH2:11][CH2:10]2)[CH:5]=[C:6]([Cl:8])[CH:7]=1.[F:15][C:16]1[CH:25]=[C:24]2[C:19]([C:20]([CH:33]=[O:34])=[C:21]([CH3:32])[C:22]([C:26]3[CH:31]=[CH:30][CH:29]=[CH:28][N:27]=3)=[N:23]2)=[CH:18][CH:17]=1>C1COCC1>[Cl:8][C:6]1[CH:7]=[C:2]([CH:33]([C:20]2[C:19]3[C:24](=[CH:25][C:16]([F:15])=[CH:17][CH:18]=3)[N:23]=[C:22]([C:26]3[CH:31]=[CH:30][CH:29]=[CH:28][N:27]=3)[C:21]=2[CH3:32])[OH:34])[CH:3]=[C:4]([N:9]2[CH2:14][CH2:13][O:12][CH2:11][CH2:10]2)[CH:5]=1. Procedure details: An oven-dried conical flask was charged with 4-(3-bromo-5-chlorophenyl)-morpholine (0.384 g, 1.390 mmol) and 1.0 mL THF. While this solution was stirring at −78° C. under nitrogen, 2.5M butyllithium hexanes (0.556 mL, 1.390 mmol) was added via syringe. This solution was stirred at −78° C. for 30 minutes. After this time a solution of 7-fluoro-3-methyl-2-(pyridin-2-yl)quinoline-4-carbaldehyde (0.074 g, 0.278 mmol) in 2.0 mL THF was added, and the reaction continued at −78° C. for 45 minutes. Upon... The reactants are N1(CCCCC1)CCCC(=O)O (4-piperidin-1-yl-butyric acid), N,N′-carbonyldiimidazole, NC1=NNC(=C1)C1=CC=C(C=C1)OC (3-Amino-5-(4-methoxyphenyl)pyrazole), aminoacid. The solvent is 12,2-dichloroethane. Reaction conditions: time 10 hour. Yields the product COC1=CC=C(C=C1)C=1C=C(NN1)NC(CCCN1CCCCC1)=O (N-[5-(4-Methoxy-phenyl)-2H-pyrazol-3-yl]-4-piperidin-1-yl-butyramide). RXN SMILES: [N:1]1([CH2:7][CH2:8][CH2:9][C:10]([OH:12])=O)[CH2:6][CH2:5][CH2:4][CH2:3][CH2:2]1.[NH2:13][C:14]1[CH:18]=[C:17]([C:19]2[CH:24]=[CH:23][C:22]([O:25][CH3:26])=[CH:21][CH:20]=2)[NH:16][N:15]=1>>[CH3:26][O:25][C:22]1[CH:21]=[CH:20][C:19]([C:17]2[CH:18]=[C:14]([NH:13][C:10](=[O:12])[CH2:9][CH2:8][CH2:7][N:1]3[CH2:2][CH2:3][CH2:4][CH2:5][CH2:6]3)[NH:15][N:16]=2)=[CH:24][CH:23]=1. Procedure: To a suspension of 4-piperidin-1-yl-butyric acid (1.32 g, 7.93 mmol) in 12,2-dichloroethane (20 mL), N,N′-carbonyldiimidazole (1.2 g, 7.4 mmol) was added and the mixture was stirred at room temperature for 2 hours (when all the aminoacid was activated complete dissolution of the suspension was generally observed). 3-Amino-5-(4-methoxyphenyl)pyrazole (1 g, 5.29 mmol) was then added and the reaction was stirred for further 10 hours. Upon reaction completion (as monitored by LC-MS) the formation of... The reactants are FC1=C(C=CC(=C1)C(C)(C)O)C(C)N1C(C2=CC=CC=C2C1=O)=O ((±)-2-[1-[2-fluoro-4-[1-hydroxy-1-methyl-ethyl]-phenyl]-ethyl]-isoindole-1,3-dione), O.NN (hydrazine hydrate). The solvent is CO (methanol). Conditions: time 8 hour. Yields the product NC(C)C1=C(C=C(C=C1)C(C)(C)O)F ((±)-2-[4-[1-amino-ethyl]-3-fluoro-phenyl]-propan-2-ol). The yield is 116.2%. Reaction SMILES: [F:1][C:2]1[CH:7]=[C:6]([C:8]([OH:11])([CH3:10])[CH3:9])[CH:5]=[CH:4][C:3]=1[CH:12]([N:14]1C(=O)C2C(=CC=CC=2)C1=O)[CH3:13].O.NN>CO>[NH2:14][CH:12]([C:3]1[CH:4]=[CH:5][C:6]([C:8]([OH:11])([CH3:9])[CH3:10])=[CH:7][C:2]=1[F:1])[CH3:13] |f:1.2|. Reported procedure: A mixture of 158 mg (0.48 mmol) (±)-2-[1-[2-fluoro-4-[1-hydroxy-1-methyl-ethyl]-phenyl]-ethyl]-isoindole-1,3-dione and 0.08 ml (2.4 mmol) hydrazine hydrate in 10 ml methanol was stirred at room temperature overnight. The resulting precipitate was filtered and the filtrate concentrated to give a solid. The solid was triturated with chloroform, filtered and the filtrate was then concentrated to give 110 mg (100%) oil. Starting materials: Brc1ccc(C=Cc2csc3ccccc23)s1, [Li]CCCC, CI, O. Product: Cc1ccc(C=Cc2csc3ccccc23)s1. Reaction SMILES: [Br:1][c:2]1[cH:3][cH:4][c:5]([CH:7]=[CH:8][c:9]2[c:10]3[c:11]([s:12][cH:13]2)[cH:14][cH:15][cH:16][cH:17]3)[s:6]1.[CH2:18]([Li:19])[CH2:20][CH2:21][CH3:22].[CH3:23][I:24].[OH2:25]>>[c:2]1([CH3:18])[cH:3][cH:4][c:5]([CH:7]=[CH:8][c:9]2[c:10]3[c:11]([s:12][cH:13]2)[cH:14][cH:15][cH:16][cH:17]3)[s:6]1. The solvent is O1CCOCC1 (dioxane), O1CCOCC1 (dioxane). Yields the product COC=1C=C(C=CC1OC)C1=NN2C(S1)=NC=C2C=2C=NC(=NC2)N2CCNCC2 (2-(3,4-Dimethoxy-phenyl)-5-(2-piperazin-1-yl-pyrimidin-5-yl)-imidazo[2,1-b][1,3,4]thiadiazole), Cl (HCl). Reaction conditions: time 8 hour. Yield: 77.0%. Reported procedure: To a suspension of 4-{5-[2-(3,4-Dimethoxy-phenyl)-imidazo[2,1-b][1,3,4]thiadiazol-5-yl]-pyrimidin-2-yl}-piperazine-1-carboxylic acid tert-butyl ester (0.105 g, 0.201 mmol, 1 eq) in dioxane (1.5 mL) was added 4M HCl in dioxane (0.5 mL, 0.2 mmol, 10 eq) at 0° C. The reaction was allowed to warm to it and it was stirred overnight. After 18 h additional HCl (0.5 mL) was added and the reaction was stirred for 7 h. Solvents were removed under reduced pressure and the residue was treated with CH3CN. So... The reactants are C(C)(C)(C)OC(=O)N1CCN(CC1)C1=NC=C(C=N1)C1=CN=C2SC(=NN21)C2=CC(=C(C=C2)OC)OC (4-{5-[2-(3,4-Dimethoxy-phenyl)-imidazo[2,1-b][1,3,4]thiadiazol-5-yl]-pyrimidin-2-yl}-piperazine-1-carboxylic acid tert-butyl ester), Cl (HCl), Cl (HCl). As a reaction SMILES: C(OC([N:8]1[CH2:13][CH2:12][N:11]([C:14]2[N:19]=[CH:18][C:17]([C:20]3[N:27]4[C:23]([S:24][C:25]([C:28]5[CH:33]=[CH:32][C:31]([O:34][CH3:35])=[C:30]([O:36][CH3:37])[CH:29]=5)=[N:26]4)=[N:22][CH:21]=3)=[CH:16][N:15]=2)[CH2:10][CH2:9]1)=O)(C)(C)C.[ClH:38]>O1CCOCC1>[CH3:37][O:36][C:30]1[CH:29]=[C:28]([C:25]2[S:24][C:23]3=[N:22][CH:21]=[C:20]([C:17]4[CH:18]=[N:19][C:14]([N:11]5[CH2:10][CH2:9][NH:8][CH2:13][CH2:12]5)=[N:15][CH:16]=4)[N:27]3[N:26]=2)[CH:33]=[CH:32][C:31]=1[O:34][CH3:35].[ClH:38].